The task is: describe an organic reaction: reactants, conditions, products, and yield. This data is from the Open Reaction Database (ORD), a public repository of structured organic reaction records. Procedure: Analogously to Example 1, 0.1 mol of 3-amino-5-trifluoromethyl-7-nitroindazole and 150 ml of pyrocarbonic acid diethyl ester in 100 ml of ethanol give 3-amino-5-trifluoromethyl-7-nitro indazole-2-carboxylic acid ethyl ester (melting point: 186°-187° C; 74% of theory) in 30 minutes at 80° C. RXN SMILES: C(OC(OC(OCC)=O)=O)C.C(OC([N:17]1[C:25]([NH2:26])=[C:24]2[C:19]([C:20]([N+:31]([O-:33])=[O:32])=[CH:21][C:22]([C:27]([F:30])([F:29])[F:28])=[CH:23]2)=[N:18]1)=O)C>C(O)C>[NH2:26][C:25]1[C:24]2[C:19](=[C:20]([N+:31]([O-:33])=[O:32])[CH:21]=[C:22]([C:27]([F:30])([F:28])[F:29])[CH:23]=2)[NH:18][N:17]=1. The solvent is C(C)O (ethanol). Reactants: C(C)OC(=O)OC(=O)OCC (pyrocarbonic acid diethyl ester), C(C)OC(=O)N1N=C2C(=CC(=CC2=C1N)C(F)(F)F)[N+](=O)[O-] (3-amino-5-trifluoromethyl-7-nitro indazole-2-carboxylic acid ethyl ester). Product: NC1=NNC2=C(C=C(C=C12)C(F)(F)F)[N+](=O)[O-] (3-amino-5-trifluoromethyl-7-nitroindazole). As a reaction SMILES: [CH3:1][C:2]1([CH3:18])[CH2:11][CH2:10][C:9]([CH3:13])([CH3:12])[C:8]2[CH:7]=[C:6](/[CH:14]=[CH:15]\[CH2:16][OH:17])[CH:5]=[CH:4][C:3]1=2.[Zn](CC)[CH2:20]C.II>C(Cl)Cl.ClCl.[Zn]>[CH3:1][C:2]1([CH3:18])[CH2:11][CH2:10][C:9]([CH3:12])([CH3:13])[C:8]2[CH:7]=[C:6]([C@H:14]3[CH2:20][C@H:15]3[CH2:16][OH:17])[CH:5]=[CH:4][C:3]1=2. Reagents/catalysts: [Zn] (Zn). Run in C(Cl)Cl (CH2Cl2), ClCl (Cl2). Reaction conditions: temperature -22 celsius, time 45 minute. Procedure: 1.67 g of of (Z)-3-(5,5,8,8-tetramethyl-5,6,7,8-tetrahydro-naphthalen-2-yl)-prop-2-en-1-ol were dissolved in 36 ml of CH2Cl2. At 0° C. 7.62 ml of Et2Zn-solution (1M[hexane]) was added, followed 15 min. later by 1.33 ml of L-(+)-diethyl tartrate, dissolved in 18 ml of CH2 Cl2. Stirring was continued for 45 min. The reaction flask was then cooled to -22° C. and another portion of 13.8 ml of Et2 Zn-solution (1M[hexane]) was added, followed by 2.23 ml of CH2 I2. The reaction flask was allowed to rea... Starting materials: [Zn](CC)CC (Et2Zn), II (I2), CC1(C=2C=CC(=CC2C(CC1)(C)C)\C=C/CO)C ((Z)-3-(5,5,8,8-tetramethyl-5,6,7,8-tetrahydro-naphthalen-2-yl)-prop-2-en-1-ol), L-(+)-diethyl tartrate. The product is CC1(C=2C=CC(=CC2C(CC1)(C)C)[C@@H]1[C@@H](C1)CO)C ((1R,2S)-2-(5,5,8,8-tetramethyl-5,6,7,8-tetrahydro-naphthalen-2-yl)-cyclopropylmethanol). Reactants: ClC1=CC=C(C=C1)S(=O)(=O)N([C@@H](CCCS(=O)(=O)NC)C)C1=C(C=CC(=C1)Cl)CO (4-chloro-N-[5-chloro-2-(hydroxymethyl)phenyl]-N-[4-[(methylamino)sulfonyl]-1(R)-methylbutyl]benzenesulfonamide), C(CCCC)S(=O)(=O)Cl (pentylsulfonyl chloride), N (ammonia). Yields the product ClC1=CC=C(C=C1)S(=O)(=O)N([C@@H](CCCS(=O)(=O)N)C)C1=C(C=CC(=C1)Cl)CO (4-chloro-N-[5-chloro-2-(hydroxymethyl)phenyl]-N-[4-(aminosulfonyl)-1(R)-methylbutyl]-benzenesulfonamide). The yield is 60.0%. As a reaction SMILES: [Cl:1][C:2]1[CH:7]=[CH:6][C:5]([S:8]([N:11]([C:22]2[CH:27]=[C:26]([Cl:28])[CH:25]=[CH:24][C:23]=2[CH2:29][OH:30])[C@H:12]([CH3:21])[CH2:13][CH2:14][CH2:15][S:16]([NH:19]C)(=[O:18])=[O:17])(=[O:10])=[O:9])=[CH:4][CH:3]=1.C(S(Cl)(=O)=O)CCCC.N>>[Cl:1][C:2]1[CH:7]=[CH:6][C:5]([S:8]([N:11]([C:22]2[CH:27]=[C:26]([Cl:28])[CH:25]=[CH:24][C:23]=2[CH2:29][OH:30])[C@H:12]([CH3:21])[CH2:13][CH2:14][CH2:15][S:16]([NH2:19])(=[O:17])=[O:18])(=[O:9])=[O:10])=[CH:4][CH:3]=1. Reported procedure: 4-chloro-N-[5-chloro-2-(hydroxymethyl)phenyl]-N-[4-(aminosulfonyl)-1(R)-methylbutyl]-benzenesulfonamide was prepared analogous to 4-chloro-N-[5-chloro-2-(hydroxymethyl)phenyl]-N-[4-[(methylamino)sulfonyl]-1(R)-methylbutyl]benzenesulfonamide by reacting (4R)-4-[5-chloro-2-(acetoxymethyl)phenyl][4-chlorophenyl)sulfonyl]-amino]pentylsulfonyl chloride with ammonia.